From a dataset of the Open Reaction Database (ORD), a public repository of structured organic reaction records. describe an organic reaction: reactants, conditions, products, and yield As a reaction SMILES: FC(F)(F)C(O)=O.[CH2:8]([O:12][C:13]1[NH:14][C:15]([NH2:24])=[C:16]2[C:20]([N:21]=1)=[N:19][C:18]([O:22][CH3:23])=[N:17]2)[CH2:9][CH2:10][CH3:11].Br[CH2:26][CH2:27][CH2:28][CH2:29][CH:30]1[CH2:35][CH2:34][CH2:33][CH2:32][O:31]1>>[CH2:8]([O:12][C:13]1[N:21]=[C:20]2[C:16]([N:17]=[C:18]([O:22][CH3:23])[N:19]2[CH2:26][CH2:27][CH2:28][CH2:29][CH:30]2[CH2:35][CH2:34][CH2:33][CH2:32][O:31]2)=[C:15]([NH2:24])[N:14]=1)[CH2:9][CH2:10][CH3:11] |f:0.1|. Reactants: Intermediate 216, FC(C(=O)O)(F)F.C(CCC)OC=1NC(=C2N=C(N=C2N1)OC)N (2-(butyloxy)-8-(methyloxy)-1H-purin-6-amine trifluoroacetate), BrCCCCC1OCCCC1 (2-(4-bromobutyl)tetrahydro-2H-pyran). Product: C(CCC)OC1=NC(=C2N=C(N(C2=N1)CCCCC1OCCCC1)OC)N (2-(Butyloxy)-8-(methyloxy)-9-[4-(tetrahydro-2H-pyran-2-yl)butyl]-9H-purin-6-amine). Reported procedure: Prepared similarly to Intermediate 216 from 2-(butyloxy)-8-(methyloxy)-1H-purin-6-amine trifluoroacetate and 2-(4-bromobutyl)tetrahydro-2H-pyran.